Dataset: the Open Reaction Database (ORD), a public repository of structured organic reaction records. Task: describe an organic reaction: reactants, conditions, products, and yield Reactants: BrC=1C=C2C(=NNC2=C(C1)C(=O)N)C1CCN(CC1)S(=O)(=O)CCCN1CCCC1 (5-bromo-3-(1-{[3-(1-pyrrolidinyl)propyl]sulfonyl}-4-piperidinyl)-1H-indazole-7-carboxamide), BrC=1C=C2C(=NNC2=C(C1)C(=O)N)C1CCN(CC1)S(=O)(=O)CCCN1CCCC1 (5-bromo-3-(1-{[3-(1-pyrrolidinyl)propyl]sulfonyl}-4-piperidinyl)-1H-indazole-7-carboxamide), OCC1=CC=C(C=C1)B(O)O ([4-(hydroxymethyl)phenyl]boronic acid), C([O-])([O-])=O.[Cs+].[Cs+] (cesium carbonate). Reagents/catalysts: C=1C=CC(=CC1)[P](C=2C=CC=CC2)(C=3C=CC=CC3)[Pd]([P](C=4C=CC=CC4)(C=5C=CC=CC5)C=6C=CC=CC6)([P](C=7C=CC=CC7)(C=8C=CC=CC8)C=9C=CC=CC9)[P](C=1C=CC=CC1)(C=1C=CC=CC1)C=1C=CC=CC1 (Pd(PPh3)4). Run in O1CCOCC1.O (dioxane water). The product is OCC1=CC=C(C=C1)C=1C=C2C(=NNC2=C(C1)C(=O)N)C1CCN(CC1)S(=O)(=O)CCCN1CCCC1 (5-[4-(hydroxymethyl)phenyl]-3-(1-{[3-(1-pyrrolidinyl)propyl]sulfonyl}-4-piperidinyl)-1H-indazole-7-carboxamide). Isolated yield 28.5%. Reaction SMILES: Br[C:2]1[CH:3]=[C:4]2[C:8](=[C:9]([C:11]([NH2:13])=[O:12])[CH:10]=1)[NH:7][N:6]=[C:5]2[CH:14]1[CH2:19][CH2:18][N:17]([S:20]([CH2:23][CH2:24][CH2:25][N:26]2[CH2:30][CH2:29][CH2:28][CH2:27]2)(=[O:22])=[O:21])[CH2:16][CH2:15]1.[OH:31][CH2:32][C:33]1[CH:38]=[CH:37][C:36](B(O)O)=[CH:35][CH:34]=1.C(=O)([O-])[O-].[Cs+].[Cs+]>O1CCOCC1.O.C1C=CC([P]([Pd]([P](C2C=CC=CC=2)(C2C=CC=CC=2)C2C=CC=CC=2)([P](C2C=CC=CC=2)(C2C=CC=CC=2)C2C=CC=CC=2)[P](C2C=CC=CC=2)(C2C=CC=CC=2)C2C=CC=CC=2)(C2C=CC=CC=2)C2C=CC=CC=2)=CC=1>[OH:31][CH2:32][C:33]1[CH:38]=[CH:37][C:36]([C:2]2[CH:3]=[C:4]3[C:8](=[C:9]([C:11]([NH2:13])=[O:12])[CH:10]=2)[NH:7][N:6]=[C:5]3[CH:14]2[CH2:15][CH2:16][N:17]([S:20]([CH2:23][CH2:24][CH2:25][N:26]3[CH2:27][CH2:28][CH2:29][CH2:30]3)(=[O:22])=[O:21])[CH2:18][CH2:19]2)=[CH:35][CH:34]=1 |f:2.3.4,5.6,^1:58,60,79,98|. Reported procedure: Following the general procedure of Example 66, a mixture of 5-bromo-3-(1-{[3-(1-pyrrolidinyl)propyl]sulfonyl}-4-piperidinyl)-1H-indazole-7-carboxamide (Intermediate 27) (50 mg, 0.10 mmols), [4-(hydroxymethyl)phenyl]boronic acid (50 mg, 0.30 mmols), cesium carbonate (200 mg), and Pd(PPh3)4 (5 mg) in dioxane/water (3/1, 4 mL) was reacted. The reaction mixture was concentrated, redissolved in methylene chloride and filtered. The filtrate was concentrated and the residue was purified by using a Gils... The reactants are C[Sn](C)(C)C, Cc1ccccc1, O=CO, O=C1CCC(N2Cc3c(ccc(Cl)c3OCc3ccc(CN4CCOCC4)cc3)C2=O)C(=O)N1, CN(C)C=O, c1ccc(P(c2ccccc2)(c2ccccc2)[Pd](P(c2ccccc2)(c2ccccc2)c2ccccc2)(P(c2ccccc2)(c2ccccc2)c2ccccc2)P(c2ccccc2)(c2ccccc2)c2ccccc2)cc1. The product is Cc1ccc2c(c1OCc1ccc(CN3CCOCC3)cc1)CN(C1CCC(=O)NC1=O)C2=O. Reaction SMILES: [CH3:35][Sn:36]([CH3:37])([CH3:38])[CH3:39].[CH3:43][c:44]1[cH:45][cH:46][cH:47][cH:48][cH:49]1.[CH:40]([OH:41])=[O:42].[Cl:1][c:2]1[c:3]([O:20][CH2:21][c:22]2[cH:23][cH:24][c:25]([CH2:28][N:29]3[CH2:30][CH2:31][O:32][CH2:33][CH2:34]3)[cH:26][cH:27]2)[c:4]2[c:8]([cH:9][cH:10]1)[C:7](=[O:11])[N:6]([CH:12]1[C:13](=[O:19])[NH:14][C:15](=[O:18])[CH2:16][CH2:17]1)[CH2:5]2.[O:50]=[CH:51][N:52]([CH3:53])[CH3:54].[cH:55]1[cH:56][cH:57][c:58]([P:59]([Pd:60]([P:61]([c:62]2[cH:63][cH:64][cH:65][cH:66][cH:67]2)([c:68]2[cH:69][cH:70][cH:71][cH:72][cH:73]2)[c:74]2[cH:75][cH:76][cH:77][cH:78][cH:79]2)([P:80]([c:81]2[cH:82][cH:83][cH:84][cH:85][cH:86]2)([c:87]2[cH:88][cH:89][cH:90][cH:91][cH:92]2)[c:93]2[cH:94][cH:95][cH:96][cH:97][cH:98]2)[P:99]([c:100]2[cH:101][cH:102][cH:103][cH:104][cH:105]2)([c:106]2[cH:107][cH:108][cH:109][cH:110][cH:111]2)[c:112]2[cH:113][cH:114][cH:115][cH:116][cH:117]2)([c:118]2[cH:119][cH:120][cH:121][cH:122][cH:123]2)[c:124]2[cH:125][cH:126][cH:127][cH:128][cH:129]2)[cH:130][cH:131]1>>[c:2]1([CH3:35])[c:3]([O:20][CH2:21][c:22]2[cH:23][cH:24][c:25]([CH2:28][N:29]3[CH2:30][CH2:31][O:32][CH2:33][CH2:34]3)[cH:26][cH:27]2)[c:4]2[c:8]([cH:9][cH:10]1)[C:7](=[O:11])[N:6]([CH:12]1[C:13](=[O:19])[NH:14][C:15](=[O:18])[CH2:16][CH2:17]1)[CH2:5]2. The reactants are C(C)(C)(C)[Si](OCCCCCCCCCCCCS(=O)(=O)C1=CC=CC=C1)(C1=CC=CC=C1)C1=CC=CC=C1 (tert-butyldiphenyl(12-(phenylsulfonyl)dodecyloxy)silane), [Li]CCCC (n-BuLi). Run in C1CCOC1 (THF). Reaction conditions: time 30 minute. The product is C(C)(C)(C)[Si](OCCCCCCCCCCCC(CCCC\C=C/C\C=C/C\C=C/C\C=C/CCCCC)S(=O)(=O)C1=CC=CC=C1)(C1=CC=CC=C1)C1=CC=CC=C1 (tert-Butyldiphenyl((17Z,20Z,23Z,26Z)-12-(phenylsulfonyl)dotriaconta-17,20,23,26-tetraenyloxy)silane). Isolated yield 56.6%. RXN SMILES: [C:1]([Si:5]([C:34]1[CH:39]=[CH:38][CH:37]=[CH:36][CH:35]=1)([C:28]1[CH:33]=[CH:32][CH:31]=[CH:30][CH:29]=1)[O:6][CH2:7][CH2:8][CH2:9][CH2:10][CH2:11][CH2:12][CH2:13][CH2:14][CH2:15][CH2:16][CH2:17][CH2:18][S:19]([C:22]1[CH:27]=[CH:26][CH:25]=[CH:24][CH:23]=1)(=[O:21])=[O:20])([CH3:4])([CH3:3])[CH3:2].[Li][CH2:41][CH2:42][CH2:43][CH3:44]>C1COCC1>[C:1]([Si:5]([C:34]1[CH:35]=[CH:36][CH:37]=[CH:38][CH:39]=1)([C:28]1[CH:29]=[CH:30][CH:31]=[CH:32][CH:33]=1)[O:6][CH2:7][CH2:8][CH2:9][CH2:10][CH2:11][CH2:12][CH2:13][CH2:14][CH2:15][CH2:16][CH2:17][CH:18]([S:19]([C:22]1[CH:27]=[CH:26][CH:25]=[CH:24][CH:23]=1)(=[O:21])=[O:20])[CH2:44][CH2:43][CH2:42][CH2:41]/[CH:41]=[CH:42]\[CH2:43]/[CH:44]=[CH:7]\[CH2:8]/[CH:9]=[CH:10]\[CH2:11]/[CH:12]=[CH:13]\[CH2:14][CH2:15][CH2:16][CH2:17][CH3:18])([CH3:4])([CH3:2])[CH3:3]. Reported procedure: To a stirred solution of tert-butyldiphenyl(12-(phenylsulfonyl)dodecyloxy)silane (0.381 g, 0.675 mmol) in THF (2 mL) was added n-BuLi (2.5 M solution in hexanes, 0.297 mL, 0.742 mmol) at −78° C. under Argon. After stirring the resulting solution for 30 min, the reaction mixture was slowly warmed to room temperature and stirred overnight. The reaction mixture was quenched with saturated aqueous NH4Cl (2 mL) at −10° C. and the aqueous phase was extracted with DCM (3×15 mL). The combined organic ex...